From a dataset of the Open Reaction Database (ORD), a public repository of structured organic reaction records. describe an organic reaction: reactants, conditions, products, and yield The reactants are BrC1=C(C2=C(S1)CCCC2)C(=O)NC2=C(C=CC=C2)S (2-bromo-4,5,6,7-tetrahydro-N-(2-mercaptophenyl)-benzo[b]thiophene-3-carboxamide), C([O-])([O-])=O.[K+].[K+] (potassium carbonate). Run in CS(=O)C (dimethyl sulfoxide). The product is C1CCCC2=C1C1=C(SC3=C(NC1=O)C=CC=C3)S2 (1,2,3,4-tetrahydro[1]benzothieno[2,3-b][1,5]benzothiazepin-12(11H)-one). As a reaction SMILES: Br[C:2]1[S:6][C:5]2[CH2:7][CH2:8][CH2:9][CH2:10][C:4]=2[C:3]=1[C:11]([NH:13][C:14]1[CH:19]=[CH:18][CH:17]=[CH:16][C:15]=1[SH:20])=[O:12].C(=O)([O-])[O-].[K+].[K+]>CS(C)=O>[CH2:10]1[C:4]2[C:3]3[C:11](=[O:12])[NH:13][C:14]4[CH:19]=[CH:18][CH:17]=[CH:16][C:15]=4[S:20][C:2]=3[S:6][C:5]=2[CH2:7][CH2:8][CH2:9]1 |f:1.2.3|. Procedure: Alternatively, in the same manner as in Example 18 and using 2-bromo-4,5,6,7-tetrahydro-N-(2-mercaptophenyl)-benzo[b]thiophene-3-carboxamide, dimethyl sulfoxide and potassium carbonate, 1,2,3,4-tetrahydro[1]benzothieno[2,3-b][1,5]benzothiazepin-12(11H)-one is obtained. Reactants: [I-].[K+] (Potassium iodide), C(C)(=O)OC=1C=CC=C(C1)Cl (5-acetoxyphenyl chloride), [H-].[Na+] (Sodium hydride), suspension, CC(C(=O)OCC)C(=O)OCC (Diethyl methylmalonate), CN(C)C=O (DMF), [H-].[Na+] (sodium hydride), oily product. The solvent is petroleum ether. Run at time 8 hour. Yields the product C(C)(=O)OCCCCCC(C(=O)OCC)(C(=O)OCC)C (Diethyl (5-Acetoxypentyl)methylmalonate). Reaction SMILES: [H-].[Na+].[CH3:3][CH:4]([C:10]([O:12][CH2:13][CH3:14])=[O:11])[C:5]([O:7][CH2:8][CH3:9])=[O:6].[I-].[K+].[C:17]([O:20][C:21]1C=C[CH:24]=[C:25](Cl)[CH:26]=1)(=[O:19])[CH3:18].[CH3:28]N(C=O)C>>[C:17]([O:20][CH2:21][CH2:26][CH2:25][CH2:24][CH2:3][C:4]([CH3:28])([C:5]([O:7][CH2:8][CH3:9])=[O:6])[C:10]([O:12][CH2:13][CH3:14])=[O:11])(=[O:19])[CH3:18] |f:0.1,3.4|. Procedure: Sodium hydride (4.8 g., 0.2 mole) as a 50% suspension in mineral oil is washed with petroleum ether under nitrogen to remove the mineral oil, suspended in dry benzene (150 ml.), and the suspension cooled in an ice bath. Diethyl methylmalonate (34.8 g., 0.2 mole) dissolved in sieve dried DMF (150 ml.) is added to the suspension of sodium hydride dropwise. The mixture is allowed to stand overnight at room temperature. Potassium iodide (0.4 g.) and 5-acetoxyphenyl chloride (32.9 g., 0.2 mole) are t... Reactants: CC(=O)NCC1CN(c2ccc(-c3ccc(CN(CCCF)C(=O)OC(C)(C)C)cc3)c(F)c2)C(=O)O1, C1COCCO1, ClCCl, Cl. Yields the product Cl, CC(=O)NCC1CN(c2ccc(-c3ccc(CNCCCF)cc3)c(F)c2)C(=O)O1. Reaction SMILES: [C:1]([O:2][C:3](=[O:4])[N:7]([CH2:8][CH2:9][CH2:10][F:11])[CH2:12][c:13]1[cH:14][cH:15][c:16](-[c:19]2[c:20]([F:36])[cH:21][c:22]([N:25]3[C:26](=[O:35])[O:27][CH:28]([CH2:30][NH:31][C:32]([CH3:33])=[O:34])[CH2:29]3)[cH:23][cH:24]2)[cH:17][cH:18]1)([CH3:5])([CH3:6])[CH3:37].[CH2:39]1[O:40][CH2:41][CH2:42][O:43][CH2:44]1.[Cl:45][CH2:46][Cl:47].[ClH:38]>>[ClH:38].[NH:7]([CH2:8][CH2:9][CH2:10][F:11])[CH2:12][c:13]1[cH:14][cH:15][c:16](-[c:19]2[c:20]([F:36])[cH:21][c:22]([N:25]3[C:26](=[O:35])[O:27][CH:28]([CH2:30][NH:31][C:32]([CH3:33])=[O:34])[CH2:29]3)[cH:23][cH:24]2)[cH:17][cH:18]1.